From a dataset of the Open Reaction Database (ORD), a public repository of structured organic reaction records. describe an organic reaction: reactants, conditions, products, and yield The reactants are N1=CC=CC=2CCCC(C12)=O (6,7-dihydro-5H-quinolin-8-one), C(C)(C)(C)OC(N(C)CCCCN)=O ((4-amino-butyl)-methyl-carbamic acid tert-butyl ester), [BH-](OC(=O)C)(OC(=O)C)OC(=O)C.[Na+] (NaBH(OAc)3). Run in C(Cl)Cl (CH2Cl2). The product is C(C)(C)(C)OC(N(CCCCNC1CCCC=2C=CC=NC12)C)=O (methyl-[4-(5,6,7,8-tetrahydro-quinolin-8-ylamino)-butyl]-carbamic acid tert-butyl ester). RXN SMILES: [N:1]1[C:10]2[C:9](=O)[CH2:8][CH2:7][CH2:6][C:5]=2[CH:4]=[CH:3][CH:2]=1.[C:12]([O:16][C:17](=[O:25])[N:18]([CH2:20][CH2:21][CH2:22][CH2:23][NH2:24])[CH3:19])([CH3:15])([CH3:14])[CH3:13].[BH-](OC(C)=O)(OC(C)=O)OC(C)=O.[Na+]>C(Cl)Cl>[C:12]([O:16][C:17](=[O:25])[N:18]([CH3:19])[CH2:20][CH2:21][CH2:22][CH2:23][NH:24][CH:9]1[C:10]2[N:1]=[CH:2][CH:3]=[CH:4][C:5]=2[CH2:6][CH2:7][CH2:8]1)([CH3:15])([CH3:14])[CH3:13] |f:2.3|. Reported procedure: Using General Procedure B: Reaction of 6,7-dihydro-5H-quinolin-8-one, (4-amino-butyl)-methyl-carbamic acid tert-butyl ester and NaBH(OAc)3 in CH2Cl2 gave methyl-[4-(5,6,7,8-tetrahydro-quinolin-8-ylamino)-butyl]-carbamic acid tert-butyl ester as a yellow oil. 1H NMR (CDCl3) δ 1.45 (s, 9H), 1.50-1.60 (m, 4H), 1.72-1.81 (m, 2H), 1.95-2.20 (m, 4H), 2.67-2.78 (m, 4H), 2.83 (s, 3H), 3.17-3.24 (m, 2H), 3.75-3.79 (m, 1H), 7.06 (dd, 1H, J=7.6, 4.7 Hz), 7.36 (d, 1H, J=7.7 Hz), 8.38 (d, 1H, J=4.5 Hz). Starting materials: C(C)(C)(C)OC(=O)N1CCN(CC1)C=1C=CC=2N(N1)C(=CN2)Br (4-(3-bromo-imidazo[1,2-b]pyridazin-6-yl)-piperazine-1-carboxylic acid tert-butyl ester), O.COC=1C=NC=CC1B(O)O (3-methoxypyridine-4-boronic acid hydrate), O.[O-]P(=O)([O-])[O-].[K+].[K+].[K+] (potassium phosphate tribasic monohydrate), ClCCl (dichloromethane), N#N (N2), N#N (N2). The reagents and catalysts are C1=CC=C(C=C1)P([C-]2C=CC=C2)C3=CC=CC=C3.C1=CC=C(C=C1)P([C-]2C=CC=C2)C3=CC=CC=C3.Cl[Pd]Cl.[Fe+2] ([1,1′-bis(diphenylphosphino)ferrocene]dichloropalladium(II)). Run in COCCOC (1,2-dimethoxyethane), O (water). Reaction conditions: temperature 85 celsius. Yields the product C(C)(C)(C)OC(=O)N1CCN(CC1)C=1C=CC=2N(N1)C(=CN2)C2=C(C=NC=C2)OC (4-[3-(3-Methoxy-pyridin-4-yl)-imidazo[1,2-b]pyridazin-6-yl]-piperazine-1-carboxylic acid tert-butyl ester). As a reaction SMILES: [C:1]([O:5][C:6]([N:8]1[CH2:13][CH2:12][N:11]([C:14]2[CH:15]=[CH:16][C:17]3[N:18]([C:20](Br)=[CH:21][N:22]=3)[N:19]=2)[CH2:10][CH2:9]1)=[O:7])([CH3:4])([CH3:3])[CH3:2].O.[CH3:25][O:26][C:27]1[CH:28]=[N:29][CH:30]=[CH:31][C:32]=1B(O)O.O.[O-]P([O-])([O-])=O.[K+].[K+].[K+].ClCCl.N#N>COCCOC.C1C=CC(P(C2C=CC=CC=2)[C-]2C=CC=C2)=CC=1.C1C=CC(P(C2C=CC=CC=2)[C-]2C=CC=C2)=CC=1.Cl[Pd]Cl.[Fe+2].O>[C:1]([O:5][C:6]([N:8]1[CH2:13][CH2:12][N:11]([C:14]2[CH:15]=[CH:16][C:17]3[N:18]([C:20]([C:32]4[CH:31]=[CH:30][N:29]=[CH:28][C:27]=4[O:26][CH3:25])=[CH:21][N:22]=3)[N:19]=2)[CH2:10][CH2:9]1)=[O:7])([CH3:4])([CH3:3])[CH3:2] |f:1.2,3.4.5.6.7,11.12.13.14|. Procedure: To a mixture of 4-(3-bromo-imidazo[1,2-b]pyridazin-6-yl)-piperazine-1-carboxylic acid tert-butyl ester (524.4 mg, 1.4 mmol), 3-methoxypyridine-4-boronic acid hydrate [1072952-50-1] (253.1 mg, 1.7 mmol), potassium phosphate tribasic monohydrate [27176-10-9] (632.2 mg, 2.8 mmol), and [1,1′-bis(diphenylphosphino)ferrocene]dichloropalladium(II), complex with dichloromethane [95464-05-4] (117.6 mg, 0.1 mmol) contained in a 50 mL round bottomed flask was added a solution of 30% (v/v) water in 1,2-dime... Reactants: C(N)(OC(=O)OC(C)(C)C)=O (Boc carbamate), BrC1=CC(=C(C=C1)N)N (4-bromo-1,2-diamino benzene), S(=O)(Cl)Cl (Thionyl chloride), C(C)(=O)O.C(=N)N (formamidine acetate), NC1C(CCCC1)N (1,2-diaminocyclohexane), CC[C@@H]1CN2CC[C@@H]1C[C@@H]2[C@@H](C3=C4C=C(C=CC4=NC=C3)OC)OC5=NN=C(C6=CC=CC=C65)O[C@@H]([C@H]7C[C@@H]8CCN7C[C@@H]8CC)C9=C1C=C(C=CC1=NC=C9)OC ((DHQ)2PHAL), potassium osmate dihydrate, [F-].[Cs+] (cesium fluoride). The reagents and catalysts are [Cu](I)I (copper iodide). Product: N1C=NC2=C1C=CC(=C2)N2C(OC[C@@H]2C2=CC=C(C=C2)N(C2CC2)C2CC2)=O ((S)-3-(1H-benzo[d]imidazol-5-yl)-4-(4-(dicyclopropylamino)phenyl)oxazolidin-2-one). RXN SMILES: C(=O)(O[C:4]([O:6][C:7]([CH3:10])(C)C)=[O:5])N.CC[C@H]1[C@H]2C[C@H]([C@H](OC3C4C(=CC=CC=4)C(O[C@H]([C:58]4[CH:67]=[CH:66][N:65]=[C:64]5[C:59]=4[CH:60]=[C:61](OC)[CH:62]=[CH:63]5)[C@@H]4N5C[C@H](CC)[C@@H](CC5)C4)=NN=3)C3C=CN=C4C=3C=C(OC)C=C4)N(CC2)C1.S(Cl)(Cl)=O.Br[C:75]1[CH:80]=[CH:79][C:78](N)=[C:77]([NH2:82])[CH:76]=1.[F-].[Cs+].N[CH:86]1[CH2:91][CH2:90]CCC1N.C(O)(=O)C.[CH:97]([NH2:99])=[NH:98]>[Cu](I)I>[NH:98]1[C:80]2[CH:75]=[CH:76][C:77]([N:82]3[C@@H:10]([C:61]4[CH:60]=[CH:59][C:64]([N:65]([CH:66]5[CH2:67][CH2:58]5)[CH:90]5[CH2:91][CH2:86]5)=[CH:63][CH:62]=4)[CH2:7][O:6][C:4]3=[O:5])=[CH:78][C:79]=2[N:99]=[CH:97]1 |f:4.5,7.8|. Reported procedure: Boc carbamate (2.17 g, 18.60 mmol), (DHQ)2PHAL (240 mg, 0.309 mmol), potassium osmate dihydrate (90 mg, 0.247 mmol), Thionyl chloride (0.439 mL, 6.024 mmol), 4-bromo-1,2-diamino benzene (130 mg, 0.697 mmol), cesium fluoride (212 mg, 1.395 mmoles) and copper iodide (20 mg, 0.104 mmoles), 1,2-diaminocyclohexane (1 mL), formamidine acetate (23 mg, 0.219 mmoles). Yield: 0.03 g (0.6%). MS m/z 375.3 (M+H)+; 1H-NMR 400 MHz, CDCl3): δ 7.94 (s, 1H); 7.67 (s, 1H); 7.52 (s, 1H); 7.15 (d, 3H); 6.96 (d, 2H);... Starting materials: CCOc1ccc(-c2cc3[nH]c(C=CCN4CCOCC4)nc3c(C#N)n2)cc1C(F)(F)F, CCO. The product is CCOc1ccc(-c2cc3[nH]c(CCCN4CCOCC4)nc3c(C#N)n2)cc1C(F)(F)F. As a reaction SMILES: [CH2:1]([CH3:2])[O:3][c:4]1[c:5]([C:30]([F:31])([F:32])[F:33])[cH:6][c:7](-[c:10]2[cH:11][c:12]3[c:13]([c:14]([C:16]#[N:17])[n:15]2)[n:18][c:19]([CH:21]=[CH:22][CH2:23][N:24]2[CH2:25][CH2:26][O:27][CH2:28][CH2:29]2)[nH:20]3)[cH:8][cH:9]1.[CH3:34][CH2:35][OH:36]>>[CH2:1]([CH3:2])[O:3][c:4]1[c:5]([C:30]([F:31])([F:32])[F:33])[cH:6][c:7](-[c:10]2[cH:11][c:12]3[c:13]([c:14]([C:16]#[N:17])[n:15]2)[n:18][c:19]([CH2:21][CH2:22][CH2:23][N:24]2[CH2:25][CH2:26][O:27][CH2:28][CH2:29]2)[nH:20]3)[cH:8][cH:9]1. The reactants are ClC1=C(C=CC=C1)C(C#N)C (2-(2-chlorophenyl)propanenitrile), B.C1CCOC1 (BH3.THF). The solvent is C1(=CC=CC=C1)C (toluene). The product is ClC1=C(C=CC=C1)C(CN)C (2-(2-chlorophenyl)propan-1-amine). Isolated yield 96.6%. As a reaction SMILES: [Cl:1][C:2]1[CH:7]=[CH:6][CH:5]=[CH:4][C:3]=1[CH:8]([CH3:11])[C:9]#[N:10].B.C1COCC1>C1(C)C=CC=CC=1>[Cl:1][C:2]1[CH:7]=[CH:6][CH:5]=[CH:4][C:3]=1[CH:8]([CH3:11])[CH2:9][NH2:10] |f:1.2|. Procedure: To a solution of 2-(2-chlorophenyl)propanenitrile (14 g, 84.8 mmol) in toluene at 0° C. was added BH3.THF (127, 255 mmol) and the reaction was warmed to room temperature and heated at reflux for 4 h. The reaction mixture was cooled; quenched with water, concentrated and the residue was purified by column chromatography (silica, ethyl acetate/hexanes gradient) to obtain the desired product (13.9 g, 97%) as a reddish oil: ESI MS m/z 170 [C9H12ClN+H]+. The reactants are Br, CC(C)(C)N(CCN1CCC(Nc2nc3ccccc3n2COCCc2cccc(Br)n2)CC1)C(=O)[O-], CC(C)O, CC(=O)O. The product is NCCN1CCC(Nc2nc3ccccc3n2COCCc2cccc(Br)n2)CC1. As a reaction SMILES: [BrH:42].[CH3:1][C:2]([N:5]([C:3](=[O:4])[O-:6])[CH2:9][CH2:10][N:11]1[CH2:12][CH2:13][CH:14]([NH:17][c:18]2[n:19][c:20]3[c:21]([n:22]2[CH2:23][O:24][CH2:25][CH2:26][c:27]2[n:28][c:29]([Br:33])[cH:30][cH:31][cH:32]2)[cH:34][cH:35][cH:36][cH:37]3)[CH2:15][CH2:16]1)([CH3:7])[CH3:8].[CH3:38][CH:39]([OH:40])[CH3:41].[CH3:43][C:44](=[O:45])[OH:46]>>[NH2:5][CH2:9][CH2:10][N:11]1[CH2:12][CH2:13][CH:14]([NH:17][c:18]2[n:19][c:20]3[c:21]([n:22]2[CH2:23][O:24][CH2:25][CH2:26][c:27]2[n:28][c:29]([Br:33])[cH:30][cH:31][cH:32]2)[cH:34][cH:35][cH:36][cH:37]3)[CH2:15][CH2:16]1. Starting materials: COc1ccc(CNC(=O)CNc2cccc(Cl)c2C)cc1, CC(Cl)Cl, NS(=O)(=O)c1ccc(O)cc1, c1ccncc1. The product is COc1ccc(CNC(=O)CN(c2cccc(Cl)c2C)S(=O)(=O)c2ccc(O)cc2)cc1. As a reaction SMILES: [Cl:1][c:2]1[c:3]([CH3:22])[c:4]([NH:8][CH2:9][C:10](=[O:11])[NH:12][CH2:13][c:14]2[cH:15][cH:16][c:17]([O:20][CH3:21])[cH:18][cH:19]2)[cH:5][cH:6][cH:7]1.[Cl:40][CH:41]([Cl:42])[CH3:43].[OH:23][c:24]1[cH:25][cH:26][c:27]([S:30](=[O:31])(=[O:32])[NH2:33])[cH:28][cH:29]1.[cH:34]1[cH:35][cH:36][n:37][cH:38][cH:39]1>>[Cl:1][c:2]1[c:3]([CH3:22])[c:4]([N:8]([CH2:9][C:10](=[O:11])[NH:12][CH2:13][c:14]2[cH:15][cH:16][c:17]([O:20][CH3:21])[cH:18][cH:19]2)[S:30]([c:27]2[cH:26][cH:25][c:24]([OH:23])[cH:29][cH:28]2)(=[O:31])=[O:32])[cH:5][cH:6][cH:7]1. Reactants: NC12CC(C1)(C2)C(C)=O (1-(3-aminobicyclo[1.1.1]pentan-1-yl)ethanone), ClC1=CC(=CC=C1)C(=O)OO (m-chloroperbenzoic acid). Run in C(Cl)(Cl)Cl (chloroform), C(Cl)(Cl)Cl (chloroform). Reaction conditions: time 24 hour. The product is C(C)(=O)OC12CC(C1)(C2)N (3-aminobicyclo[1.1.1]pentan-1-yl acetate). Reaction SMILES: [NH2:1][C:2]12[CH2:6][C:4](C(=O)C)([CH2:5]1)[CH2:3]2.ClC1C=CC=[C:13]([C:17]([O:19]O)=[O:18])C=1>C(Cl)(Cl)Cl>[C:17]([O:19][C:4]12[CH2:3][C:2]([NH2:1])([CH2:5]1)[CH2:6]2)(=[O:18])[CH3:13]. Procedure details: A solution of 1-(3-aminobicyclo[1.1.1]pentan-1-yl)ethanone (1 mmol) in 0.5 mL of chloroform is added to a stirred mixture of m-chloroperbenzoic acid (1.5 mmol) in 2 mL of chloroform at room temperature. The solution is stirred in the dark for 24 h. The mixture is filtered, and the filtrate is washed with 10% sodium bicarbonate and then water. The organic layer is dried over magnesium sulfate and concentrated. The residue is purified by a flash chromatography on silica gel (EtOAc/hexnaes) to give... The reactants are [BH4-], COc1ccccc1C=O, CO, COC(OC)OC, [Na+], NCCCCNC(=O)c1ccc(CN(Cc2ncc[nH]2)Cc2ncc[nH]2)cc1. Product: COc1ccccc1CNCCCCNC(=O)c1ccc(CN(Cc2ncc[nH]2)Cc2ncc[nH]2)cc1. Reaction SMILES: [BH4-:46].[CH3:29][O:30][c:31]1[c:32]([CH:33]=[O:34])[cH:35][cH:36][cH:37][cH:38]1.[CH3:48][OH:49].[CH:39]([O:40][CH3:41])([O:42][CH3:43])[O:44][CH3:45].[Na+:47].[nH:1]1[c:2]([CH2:6][N:7]([CH2:8][c:9]2[nH:10][cH:11][cH:12][n:13]2)[CH2:14][c:15]2[cH:16][cH:17][c:18]([C:19](=[O:20])[NH:21][CH2:22][CH2:23][CH2:24][CH2:25][NH2:26])[cH:27][cH:28]2)[n:3][cH:4][cH:5]1>>[nH:1]1[c:2]([CH2:6][N:7]([CH2:8][c:9]2[n:10][cH:11][cH:12][nH:13]2)[CH2:14][c:15]2[cH:16][cH:17][c:18]([C:19](=[O:20])[NH:21][CH2:22][CH2:23][CH2:24][CH2:25][NH:26][CH2:33][c:32]3[c:31]([O:30][CH3:29])[cH:38][cH:37][cH:36][cH:35]3)[cH:27][cH:28]2)[n:3][cH:4][cH:5]1.